From a dataset of the Open Reaction Database (ORD), a public repository of structured organic reaction records. describe an organic reaction: reactants, conditions, products, and yield Starting materials: N[C@H]1C2=C(C3=C(N(C1=O)CCOC)C=CC=C3)C=CC=C2 ((S)-7-amino-5-(2-methoxy-ethyl)-5H,7H-dibenzo[b,d]azepin-6-one), C(C)OC([C@](C(=O)O)(C)F)=O ((R)-2-fluoro-2-methyl-malonic acid monoethyl ester), oil. Yields the product C(C)OC([C@](C(=O)N[C@H]1C2=C(C3=C(N(C1=O)CCOC)C=CC=C3)C=CC=C2)(C)F)=O ((R)-2-Fluoro-N—[(S)-5-(2-methoxy-ethyl)-6-oxo-6,7-dihydro-5H-dibenzo[b,d]azepin-7-yl]-2-methyl-malonamic acid ethyl ester). RXN SMILES: [NH2:1][C@@H:2]1[C:8](=[O:9])[N:7]([CH2:10][CH2:11][O:12][CH3:13])[C:6]2[CH:14]=[CH:15][CH:16]=[CH:17][C:5]=2[C:4]2[CH:18]=[CH:19][CH:20]=[CH:21][C:3]1=2.[CH2:22]([O:24][C:25](=[O:32])[C@@:26]([F:31])([CH3:30])[C:27](O)=[O:28])[CH3:23]>>[CH2:22]([O:24][C:25](=[O:32])[C@@:26]([F:31])([CH3:30])[C:27]([NH:1][C@@H:2]1[C:8](=[O:9])[N:7]([CH2:10][CH2:11][O:12][CH3:13])[C:6]2[CH:14]=[CH:15][CH:16]=[CH:17][C:5]=2[C:4]2[CH:18]=[CH:19][CH:20]=[CH:21][C:3]1=2)=[O:28])[CH3:23]. Procedure: Using (S)-7-amino-5-(2-methoxy-ethyl)-5H,7H-dibenzo[b,d]azepin-6-one and (R)-2-fluoro-2-methyl-malonic acid monoethyl ester, the title compound was prepared in the same manner as described for example 1c. Colorless oil (59%). MS: m/e=429(M+H+). Reaction SMILES: S([O-])(O)(=O)=O.[CH2:6]([S+:13]([CH2:21][C:22]1[CH:27]=[CH:26][CH:25]=[CH:24][CH:23]=1)[CH2:14][C:15]1[CH:20]=[CH:19][CH:18]=[CH:17][CH:16]=1)[C:7]1[CH:12]=[CH:11][CH:10]=[CH:9][CH:8]=1.[F:28][Sb-:29]([F:34])([F:33])([F:32])([F:31])[F:30].[Na+].C>CO>[F:28][Sb-:29]([F:34])([F:33])([F:32])([F:31])[F:30].[CH2:21]([S+:13]([CH2:6][C:7]1[CH:12]=[CH:11][CH:10]=[CH:9][CH:8]=1)[CH2:14][C:15]1[CH:16]=[CH:17][CH:18]=[CH:19][CH:20]=1)[C:22]1[CH:23]=[CH:24][CH:25]=[CH:26][CH:27]=1 |f:0.1,2.3,6.7|. Product: F[Sb-](F)(F)(F)(F)F.C(C1=CC=CC=C1)[S+](CC1=CC=CC=C1)CC1=CC=CC=C1 (tribenzylsulfonium hexafluoroantimonate). Reported procedure: 16.64 g (0.041 mol) of tribenzylsulfonium hydrogen sulfate are dissolved in 750 ml of hot methanol. 16.04 g (0.062 mol) of solid sodium hexafluoroantimonate are added to the cloudy solution and the mixture is stirred at RT for 1 h. After addition of 1 spatula-full of active charcoal, the mixture is filtered and 750 ml of water are added to the clear filtrate. The crystals which have precipitated are filtered off, dried, washed with 100 ml of ether and dried again. 16.41 g (74% of theory) of trib... Reactants: C (charcoal), solid, F[Sb-](F)(F)(F)(F)F.[Na+] (sodium hexafluoroantimonate), S(=O)(=O)(O)[O-].C(C1=CC=CC=C1)[S+](CC1=CC=CC=C1)CC1=CC=CC=C1 (tribenzylsulfonium hydrogen sulfate). Reaction conditions: time 1 hour. The yield is 74.0%. Solvent: CO (methanol). The reactants are FC(C(=O)O)(F)F (Trifluoroacetic acid), CC1=C(OC(O1)=O)COC([C@H]1N(CCC1)C(=O)OC(C)(C)C)=O (N-(tert-butoxycarbonyl)-L-proline 5-methyl-2-oxo-1,3-dioxolene-4-ylmethyl ester). The solvent is C1(=CC=CC=C1)C (toluene). Run at time 45 minute. Yields the product CC1=C(OC(O1)=O)COC([C@H]1NCCC1)=O (L-proline 5-methyl-2-oxo-1,3-dioxolene-4-ylmethyl ester). Yield: 196.1%. As a reaction SMILES: FC(F)(F)C(O)=O.[CH3:8][C:9]1[O:13][C:12](=[O:14])[O:11][C:10]=1[CH2:15][O:16][C:17](=[O:30])[C@@H:18]1[CH2:22][CH2:21][CH2:20][N:19]1C(OC(C)(C)C)=O>C1(C)C=CC=CC=1>[CH3:8][C:9]1[O:13][C:12](=[O:14])[O:11][C:10]=1[CH2:15][O:16][C:17](=[O:30])[C@@H:18]1[CH2:22][CH2:21][CH2:20][NH:19]1. Reported procedure: Trifluoroacetic acid (2.5 ml) was added to the compound (38) (360 mg, 1.1 mmol) under ice-cooling and the resulting mixture was stood for 45 min. To the reaction mixture was added toluene and the mixture was concentrated in vacuo to give 490 mg of the compound (39). This compound was used in the next reaction without purification. Starting materials: C(C)(=O)O[BH-](OC(C)=O)OC(C)=O.[Na+] (sodium triacetoxyborohydride), [Cl-].[NH4+] (ammonium chloride), ClC1=C(C=C(C=O)C=C1)OC (4-chloro-3-methoxybenzaldehyde), ClC=1C(=NN(C1C)CC(=O)N1CC2CNCC2C1)C(F)(F)F (2-(4-Chloro-5-methyl-3-trifluoromethylpyrazol-1-yl)-1-(hexahydropyrrolo[3,4 c]-pyrrol-2-yl)ethanone). Solvent: C1CCOC1 (THF), CCOC(=O)C (EtOAc). Yields the product ClC1=C(C=C(CN2CC3C(C2)CN(C3)C(CN3N=C(C(=C3C)Cl)C(F)(F)F)=O)C=C1)OC (1-[5-(4-Chloro-3-methoxy-benzyl)hexahydropyrrolo[3,4-c]pyrrol-2-yl]-2-(4-chloro-5-methyl-3-trifluoromethylpyrazol-1-yl)ethanone). Isolated yield 70.5%. As a reaction SMILES: [Cl:1][C:2]1[CH:9]=[CH:8][C:5]([CH:6]=O)=[CH:4][C:3]=1[O:10][CH3:11].[Cl:12][C:13]1[C:14]([C:30]([F:33])([F:32])[F:31])=[N:15][N:16]([CH2:19][C:20]([N:22]2[CH2:29][CH:28]3[CH:24]([CH2:25][NH:26][CH2:27]3)[CH2:23]2)=[O:21])[C:17]=1[CH3:18].C(O[BH-](OC(=O)C)OC(=O)C)(=O)C.[Na+].[Cl-].[NH4+]>C1COCC1.CCOC(C)=O>[Cl:1][C:2]1[CH:9]=[CH:8][C:5]([CH2:6][N:26]2[CH2:25][CH:24]3[CH2:23][N:22]([C:20](=[O:21])[CH2:19][N:16]4[C:17]([CH3:18])=[C:13]([Cl:12])[C:14]([C:30]([F:33])([F:31])[F:32])=[N:15]4)[CH2:29][CH:28]3[CH2:27]2)=[CH:4][C:3]=1[O:10][CH3:11] |f:2.3,4.5|. Procedure details: A solution of 4-chloro-3-methoxybenzaldehyde (34 mg) and compound 7 (35 mg) in THF (1 mL) was stirred at room temperature for 1 hour and then sodium triacetoxyborohydride (85 mg) was added in one portion. The mixture was stirred at room temperature for another hour and EtOAc (1 mL) was added followed by the addition of saturated aqueous ammonium chloride (1 mL). The aqueous phase was extracted by EtOAc (3×1 mL) and the combined organic extractants was dried, filtered and concentrated in vacuo. T... The reactants are ClC1=CC=C(C=C1)NC(C(F)(F)F)=O (N-(4-Chlorophenyl)-trifluoroacetamide), [H-].[Al+3].[Li+].[H-].[H-].[H-] (lithium aluminum hydride). The solvent is C1CCOC1 (THF). Product: ClC1=CC=C(C=C1)NCC(F)(F)F ((4-Chlorophenyl) (2,2,2-trifluoroethyl) amine). The yield is 87.8%. Reaction SMILES: [Cl:1][C:2]1[CH:7]=[CH:6][C:5]([NH:8][C:9](=O)[C:10]([F:13])([F:12])[F:11])=[CH:4][CH:3]=1.[H-].[Al+3].[Li+].[H-].[H-].[H-]>C1COCC1>[Cl:1][C:2]1[CH:3]=[CH:4][C:5]([NH:8][CH2:9][C:10]([F:11])([F:12])[F:13])=[CH:6][CH:7]=1 |f:1.2.3.4.5.6|. Procedure details: N-(4-Chlorophenyl)-trifluoroacetamide (2.22 g, 10 mmol) was dissolved in THF (100 mL) and treated with powdered lithium aluminum hydride (0.57 g, 15 mmol) under argon. The mixture was heated with stirring to reflux for 12 hours at which point both TLC and LC/MS analysis indicated the reaction was complete. The suspension was cooled in an ice bath prior to quenching with saturated aqueous sodium sulfate solution. The solution was dried with excess sodium sulfate and concentrated under reduced pre... Reported procedure: In a 20 mL scintillation vial was added Wang resin linked N-[[1-(4-methoxyphenyl)cyclohexyl]carbonyl]-4-nitro-L-phenylalanine (241 mg, 0.14 mmol) prepared in Example 140 and 2 mL of a solution of 2M SnCl2.2H2O in DMF. The reaction mixture was shaken overnight at room temperature. The resulting resin was collected by filtration and was washed with DMF, isopropyl alcohol, dichloromethane, and ether to yield 243 mg (0.14 mmol) of 4-amino-N-[[(1-(4-methoxyphenyl)cyclohexyl]carbonyl]-L-phenylalanine ... Starting materials: COC1=CC=C(C=C1)C1(CCCCC1)C(=O)N[C@@H](CC1=CC=C(C=C1)[N+](=O)[O-])C(=O)O (N-[[1-(4-Methoxyphenyl)Cyclohexyl]Carbonyl]-4-Nitro-L-Phenylalanine), solution, O.O.Cl[Sn]Cl (SnCl2.2H2O). Product: COC1=CC=C(C=C1)C1(CCCCC1)C(=O)N[C@@H](CC1=CC=CC=C1)C(=O)O ([(1-(4-methoxyphenyl)cyclohexyl]carbonyl]-L-phenylalanine). As a reaction SMILES: [CH3:1][O:2][C:3]1[CH:8]=[CH:7][C:6]([C:9]2([C:15]([NH:17][C@H:18]([C:29]([OH:31])=[O:30])[CH2:19][C:20]3[CH:25]=[CH:24][C:23]([N+]([O-])=O)=[CH:22][CH:21]=3)=[O:16])[CH2:14][CH2:13][CH2:12][CH2:11][CH2:10]2)=[CH:5][CH:4]=1.O.O.Cl[Sn]Cl>CN(C=O)C>[CH3:1][O:2][C:3]1[CH:4]=[CH:5][C:6]([C:9]2([C:15]([NH:17][C@H:18]([C:29]([OH:31])=[O:30])[CH2:19][C:20]3[CH:21]=[CH:22][CH:23]=[CH:24][CH:25]=3)=[O:16])[CH2:14][CH2:13][CH2:12][CH2:11][CH2:10]2)=[CH:7][CH:8]=1 |f:1.2.3|. Solvent: CN(C)C=O (DMF). Reaction conditions: time 8 hour.